Task: describe an organic reaction: reactants, conditions, products, and yield. Dataset: the Open Reaction Database (ORD), a public repository of structured organic reaction records Starting materials: Cl (HCl), C[Si](C)(C)[N-][Si](C)(C)C.[Li+] (Lithium bis(trimethylsilyl)amide), C(C)OC(C(CC1=CC=CC=C1)(C)OC1=CC=C(C=C1)C1=CC=C(C=C1)C1=C(OC2=C1C=CC=C2)CC2=CC=CC=C2)=O (2-[4′-(2-benzyl-benzofuran-3-yl)-biphenyl-4-yloxy]-2-methyl-3-phenyl-propionic acid ethyl ester), C(C1=CC=CC=C1)Br (Benzyl bromide). The solvent is O (water), O1CCCC1 (tetrahydrofuran). Reaction conditions: temperature -45 celsius, time 2 hour. Yields the product C(C1=CC=CC=C1)C=1OC2=C(C1C1=CC=C(C=C1)C1=CC=C(C=C1)OC(C(=O)O)(CC1=CC=CC=C1)C)C=CC=C2 (2-[4′-(2-Benzyl-benzofuran-3-yl)-biphenyl-4-yloxy]-2-methyl-3-phenyl-propionic acid). Isolated yield 47.5%. RXN SMILES: C[Si]([N-][Si](C)(C)C)(C)C.[Li+].C([O:13][C:14](=[O:53])[C:15]([O:24][C:25]1[CH:30]=[CH:29][C:28]([C:31]2[CH:36]=[CH:35][C:34]([C:37]3[C:41]4[CH:42]=[CH:43][CH:44]=[CH:45][C:40]=4[O:39][C:38]=3[CH2:46][C:47]3[CH:52]=[CH:51][CH:50]=[CH:49][CH:48]=3)=[CH:33][CH:32]=2)=[CH:27][CH:26]=1)([CH3:23])[CH2:16][C:17]1[CH:22]=[CH:21][CH:20]=[CH:19][CH:18]=1)C.C(Br)C1C=CC=CC=1.Cl>O.O1CCCC1>[CH2:46]([C:38]1[O:39][C:40]2[CH:45]=[CH:44][CH:43]=[CH:42][C:41]=2[C:37]=1[C:34]1[CH:33]=[CH:32][C:31]([C:28]2[CH:29]=[CH:30][C:25]([O:24][C:15]([CH3:23])([CH2:16][C:17]3[CH:18]=[CH:19][CH:20]=[CH:21][CH:22]=3)[C:14]([OH:53])=[O:13])=[CH:26][CH:27]=2)=[CH:36][CH:35]=1)[C:47]1[CH:48]=[CH:49][CH:50]=[CH:51][CH:52]=1 |f:0.1|. Procedure: Lithium bis(trimethylsilyl)amide (1.0 M, 1.68 mL, 1.68 mmol) was added dropwise into a cold (−78° C.) mixture of 2-[4′-(2-benzyl-benzofuran-3-yl)-biphenyl-4-yloxy]-2-methyl-3-phenyl-propionic acid ethyl ester (0.8 g, 1.68 mmol), and tetrahydrofuran (8.0 mL). The mixture was allowed to gradually warm up to −45° C., and stirred for 2 hours. Benzyl bromide (0.29 mL, 2.52 mmol) was added into the reaction mixture. The temperature was gradually raised to room temperature and the reaction was stirred ... Starting materials: C1(CC1)CN1C(N(C(C=C1NN)=O)C)=O (1-(cyclopropylmethyl)-6-hydrazino-3-methylpyrimidine-2,4(1H,3H)-dione), ClC=1C=C2C(=CC=NC2=CC1)C=O (6-chloroquinoline-4-carbaldehyde), C(=O)C1=C(N=C(S1)NC(OC(C)(C)C)=O)C (tert-butyl 5-formyl-4-methyl-1,3-thiazol-2-ylcarbamate). Yields the product ClC=1C=C2C(=CC=NC2=CC1)CN1N=C2N(C(N(C(C2=C1C1=C(N=C(S1)NC(OC(C)(C)C)=O)C)=O)C)=O)CC1CC1 (tert-butyl 5-[2-[(6-chloro-4-quinolinyl)methyl]-7-(cyclopropylmethyl)-5-methyl-4,6-dioxo-4,5,6,7-tetrahydro-2H-pyrazolo[3,4-d]pyrimidin-3-yl]4-methyl-1,3-thiazol-2-ylcarbamate). Reaction SMILES: [CH:1]1([CH2:4][N:5]2[C:10]([NH:11][NH2:12])=[CH:9][C:8](=[O:13])[N:7]([CH3:14])[C:6]2=[O:15])[CH2:3][CH2:2]1.[Cl:16][C:17]1[CH:18]=[C:19]2[C:24](=[CH:25][CH:26]=1)[N:23]=[CH:22][CH:21]=[C:20]2[CH:27]=O.[CH:29]([C:31]1[S:35][C:34]([NH:36][C:37](=[O:43])[O:38][C:39]([CH3:42])([CH3:41])[CH3:40])=[N:33][C:32]=1[CH3:44])=O>>[Cl:16][C:17]1[CH:18]=[C:19]2[C:24](=[CH:25][CH:26]=1)[N:23]=[CH:22][CH:21]=[C:20]2[CH2:27][N:12]1[C:29]([C:31]2[S:35][C:34]([NH:36][C:37](=[O:43])[O:38][C:39]([CH3:40])([CH3:41])[CH3:42])=[N:33][C:32]=2[CH3:44])=[C:9]2[C:10]([N:5]([CH2:4][CH:1]3[CH2:2][CH2:3]3)[C:6](=[O:15])[N:7]([CH3:14])[C:8]2=[O:13])=[N:11]1. Reported procedure: This compound was made following the procedure described above, starting with 1-(cyclopropylmethyl)-6-hydrazino-3-methylpyrimidine-2,4(1H,3H)-dione, and condensing first with 6-chloroquinoline-4-carbaldehyde, followed by tert-butyl 5-formyl-4-methyl-1,3-thiazol-2-ylcarbamate. The reactants are C(CCC)OC=1C(C(C1NC(CC)(C)C)=O)=O (3-butoxy-4-(1,1-dimethyl-propylamino)-cyclobut-3-ene-1,2-dione), ClC1=C(CN)C=C(C=C1)Cl (2,5-dichlorobenzylamine). The solvent is O1CCCC1 (Tetrahydrofuran). Product: ClC1=C(CNC=2C(C(C2NC(CC)(C)C)=O)=O)C=C(C=C1)Cl (3-(2.5-Dichloro-benzylamino)-4-(1,1-dimethyl-propylamino)-cyclobut-3-ene-1,2-dione). Yield: 88.5%. Reaction SMILES: C(O[C:6]1[C:7](=[O:17])[C:8](=[O:16])[C:9]=1[NH:10][C:11]([CH3:15])([CH3:14])[CH2:12][CH3:13])CCC.[Cl:18][C:19]1[CH:26]=[CH:25][C:24]([Cl:27])=[CH:23][C:20]=1[CH2:21][NH2:22]>O1CCCC1>[Cl:18][C:19]1[CH:26]=[CH:25][C:24]([Cl:27])=[CH:23][C:20]=1[CH2:21][NH:22][C:6]1[C:7](=[O:17])[C:8](=[O:16])[C:9]=1[NH:10][C:11]([CH3:14])([CH3:15])[CH2:12][CH3:13]. Procedure: Tetrahydrofuran (13 mL), 3-butoxy-4-(1,1-dimethyl-propylamino)-cyclobut-3-ene-1,2-dione (1,20 g, 5 mmol) and 2,5-dichlorobenzylamine (0.88 g, 5 mmol) were stirred together for approximately 64.5 hours. Removal of solvent and thorough trituration of the residue with diethyl ether gave 1.51 g of a light yellow solid. As purification of this material by three recrystallizations from acetonitrile was unrewarding, the recovered crude product was subjected to HPLC. The solid isolated from the appropri... Reactants: C1(=CC=CC=C1)PC1=CC=CC=C1 (diphenylphospine), C1CCOC1 (THF), COC1N(CC[C@@H]2[C@H]1C1=C(OC2)C=CC=C1)CCC ((±)-[4aR*,10bS*]-1,3,4,4a,5,10b-hexahydro-1-methoxy-2-propyl-2 H-[1]benzopyrano[4,3-c]pyridine), C1CCOC1 (THF), Cl (HCl). Run in CCCCCC (hexane). Conditions: time 3 minute. The product is OC1=CC=CC2=C1[C@H]1CN(CC[C@H]1CO2)CCC ((±)-[4aR*,10bS*]-1,3,4,4a,5,10b-Hexahydro-10-hydroxy-2-propyl-2H-[1]benzopyrano[4,3-c]pyridine). Reaction SMILES: C1(PC2C=CC=CC=2)C=CC=CC=1.CO[CH:16]1[C@@H:21]2[C:22]3[CH:29]=[CH:28][CH:27]=[CH:26][C:23]=3[O:24][CH2:25][C@@H:20]2[CH2:19][CH2:18][N:17]1[CH2:30][CH2:31][CH3:32].Cl.C1C[O:37]CC1>CCCCCC>[OH:37][C:29]1[C:22]2[C@@H:21]3[C@H:20]([CH2:25][O:24][C:23]=2[CH:26]=[CH:27][CH:28]=1)[CH2:19][CH2:18][N:17]([CH2:30][CH2:31][CH3:32])[CH2:16]3. Procedure details: To a solution of 0.48 g of diphenylphospine in 4 ml THF under nitrogen at 0° is added 1.38 ml n-butylithium (2.24M in hexane). After 3 min., 0.238 g (±)-[4aR*,10bS*]-1,3,4,4a,5,10b-hexahydro-1-methoxy-2-propyl-2 H-[1]benzopyrano[4,3-c]pyridine in 1 ml THF is added. The mixture is refluxed 2.5 hours. After cooling 8 ml 2N HCl is added and the THF evaporated under reduced pressure. The aqueous phase is extracted with two 10 ml portions of ether, basified with solid NaHCO3 and extracted with six 20... The reactants are N1=C(C=CC2=CC=CC=C12)C=C1CCNCC1 (4-(2-Quinolylmethylene)piperidine). Reagents/catalysts: [C].[Pd] (palladium-carbon). Run in C(C)O (ethanol). Reaction conditions: time 90 minute. Product: N1=C(C=CC2=CC=CC=C12)CC1CCNCC1 (4-(2-quinolylmethyl)piperidine). Reaction SMILES: [N:1]1[C:10]2[C:5](=[CH:6][CH:7]=[CH:8][CH:9]=2)[CH:4]=[CH:3][C:2]=1[CH:11]=[C:12]1[CH2:17][CH2:16][NH:15][CH2:14][CH2:13]1>C(O)C.[C].[Pd]>[N:1]1[C:10]2[C:5](=[CH:6][CH:7]=[CH:8][CH:9]=2)[CH:4]=[CH:3][C:2]=1[CH2:11][CH:12]1[CH2:13][CH2:14][NH:15][CH2:16][CH2:17]1 |f:2.3|. Procedure details: 4-(2-Quinolylmethylene)piperidine (9.62 g) was dissolved in ethanol (500 ml), and 10% palladium-carbon (1.9 g) was added to the solution. The mixture was stirred under a hydrogen stream at room temperature for 90 minutes. After removal of the catalyst by filtration, the filtrate was concentrated under reduced pressure, to thereby obtain the title compound as a colorless solid. The reactants are Fc1ccc(OCc2ccccc2)c(Br)c1, C1CCOC1, [Li]CCCC, CCCCCC, COc1ccc(C=O)cc1, [Cl-], [NH4+]. Yields the product COc1ccc(C(O)c2cc(F)ccc2OCc2ccccc2)cc1. Reaction SMILES: [CH2:12]([c:13]1[cH:14][cH:15][cH:16][cH:17][cH:18]1)[O:19][c:20]1[c:21]([Br:27])[cH:22][c:23]([F:26])[cH:24][cH:25]1.[CH2:40]1[O:41][CH2:42][CH2:43][CH2:44]1.[CH2:7]([Li:8])[CH2:9][CH2:10][CH3:11].[CH3:1][CH2:2][CH2:3][CH2:4][CH2:5][CH3:6].[CH3:28][O:29][c:30]1[cH:31][cH:32][c:33]([CH:34]=[O:35])[cH:36][cH:37]1.[Cl-:38].[NH4+:39]>>[CH2:12]([c:13]1[cH:14][cH:15][cH:16][cH:17][cH:18]1)[O:19][c:20]1[c:21]([CH:34]([c:33]2[cH:32][cH:31][c:30]([O:29][CH3:28])[cH:37][cH:36]2)[OH:35])[cH:22][c:23]([F:26])[cH:24][cH:25]1.